From a dataset of the Open Reaction Database (ORD), a public repository of structured organic reaction records. describe an organic reaction: reactants, conditions, products, and yield Reactants: [OH-].[Na+] (NaOH), COC1=CC(C=2C=C(C3=CC=CC=C3C2C1=O)C)=O (3-Methoxy-9-methyl-1,4-phenanthrenequinone), Cl (HCl). Run in CO (methanol). Reaction conditions: time 1 hour. Yields the product OC1=CC(C=2C=C(C3=CC=CC=C3C2C1=O)C)=O (3-Hydroxy-9-methyl-1,4-phenanthrenequinone). Yield: 30.8%. As a reaction SMILES: C[O:2][C:3]1[C:16](=[O:17])[C:15]2[C:14]3[C:9](=[CH:10][CH:11]=[CH:12][CH:13]=3)[C:8]([CH3:18])=[CH:7][C:6]=2[C:5](=[O:19])[CH:4]=1.[OH-].[Na+].Cl>CO>[OH:2][C:3]1[C:16](=[O:17])[C:15]2[C:14]3[C:9](=[CH:10][CH:11]=[CH:12][CH:13]=3)[C:8]([CH3:18])=[CH:7][C:6]=2[C:5](=[O:19])[CH:4]=1 |f:1.2|. Procedure: 3-Methoxy-9-methyl-1,4-phenanthrenequinone (1.17 g, 4.63 mM) was dissolved in 40 ml of methanol solution containing 5% NaOH, and the resulting solution was vigorously stirred at room temperature for 1 hour. The reaction solution was neutralized by 1N HCl and was then concentrated by distillation under reduced pressure. The resulting purified by chromatography to give 0.34 g (1.42 mM) of 3-Hydroxy-9-methyl-1,4-phenanthrenequinone. Starting materials: ClCCl, Cc1ccc(C(=O)O)cc1-n1ccc2ccc(CCCN(C)C)cc2c1=O, CO, O=C(Cl)C(=O)Cl, Nc1ccon1, CN(C)C=O, O. The product is Cc1ccc(C(=O)Nc2ccon2)cc1-n1ccc2ccc(CCCN(C)C)cc2c1=O. Reaction SMILES: [CH2:45]([Cl:46])[Cl:47].[CH3:1][N:2]([CH2:3][CH2:4][CH2:5][c:6]1[cH:7][cH:8][c:9]2[cH:10][cH:11][n:12](-[c:17]3[cH:18][c:19]([C:20](=[O:21])[OH:22])[cH:23][cH:24][c:25]3[CH3:26])[c:13](=[O:16])[c:14]2[cH:15]1)[CH3:27].[CH3:48][OH:49].[Cl:28][C:29]([C:30]([Cl:31])=[O:32])=[O:33].[NH2:39][c:40]1[n:41][o:42][cH:43][cH:44]1.[O:34]=[CH:35][N:36]([CH3:37])[CH3:38].[OH2:50]>>[CH3:1][N:2]([CH2:3][CH2:4][CH2:5][c:6]1[cH:7][cH:8][c:9]2[cH:10][cH:11][n:12](-[c:17]3[cH:18][c:19]([C:20](=[O:22])[NH:39][c:40]4[n:41][o:42][cH:43][cH:44]4)[cH:23][cH:24][c:25]3[CH3:26])[c:13](=[O:16])[c:14]2[cH:15]1)[CH3:27]. Starting materials: O=C([O-])C(=O)[O-], C1CCOC1, CN1CCc2[nH]c3ccc(Cl)cc3c2C1, FC(F)(F)c1cncc(C2CO2)c1, [H-], [Na+], CN(C)C=O, O=C(O)C(=O)O. Product: CN1CCc2c(c3cc(Cl)ccc3n2CC(O)c2cncc(C(F)(F)F)c2)C1. RXN SMILES: [C:31]([O-:32])(=[O:33])[C:34]([O-:35])=[O:36].[CH2:48]1[O:49][CH2:50][CH2:51][CH2:52]1.[Cl:3][c:4]1[cH:5][c:6]2[c:7]3[c:8]([nH:9][c:10]2[cH:11][cH:12]1)[CH2:13][CH2:14][N:15]([CH3:17])[CH2:16]3.[F:18][C:19]([c:20]1[cH:21][n:22][cH:23][c:24]([CH:26]2[O:27][CH2:28]2)[cH:25]1)([F:29])[F:30].[H-:1].[Na+:2].[O:43]=[CH:44][N:45]([CH3:46])[CH3:47].[OH:37][C:38]([C:39](=[O:40])[OH:41])=[O:42]>>[Cl:3][c:4]1[cH:5][c:6]2[c:7]3[c:8]([n:9]([CH2:28][CH:26]([c:24]4[cH:23][n:22][cH:21][c:20]([C:19]([F:18])([F:29])[F:30])[cH:25]4)[OH:27])[c:10]2[cH:11][cH:12]1)[CH2:13][CH2:14][N:15]([CH3:17])[CH2:16]3. The reactants are CCCCC1CCC(C2CCC(CI)CC2)CC1, Cc1ccc(-c2ccc(O)c(F)c2F)c(Cl)c1F, Cl, [H-], [Na+], CN(C)C=O. Product: CCCCC1CCC(C2CCC(COc3ccc(-c4ccc(C)c(F)c4Cl)c(F)c3F)CC2)CC1. Reaction SMILES: [CH2:21]([CH2:22][CH2:23][CH3:24])[CH:25]1[CH2:26][CH2:27][CH:28]([CH:31]2[CH2:32][CH2:33][CH:34]([CH2:37][I:38])[CH2:35][CH2:36]2)[CH2:29][CH2:30]1.[Cl:3][c:4]1[c:5](-[c:12]2[c:13]([F:20])[c:14]([F:19])[c:15]([OH:18])[cH:16][cH:17]2)[cH:6][cH:7][c:8]([CH3:11])[c:9]1[F:10].[ClH:39].[H-:1].[Na+:2].[O:40]=[CH:41][N:42]([CH3:43])[CH3:44]>>[Cl:3][c:4]1[c:5](-[c:12]2[c:13]([F:20])[c:14]([F:19])[c:15]([O:18][CH2:37][CH:34]3[CH2:33][CH2:32][CH:31]([CH:28]4[CH2:27][CH2:26][CH:25]([CH2:21][CH2:22][CH2:23][CH3:24])[CH2:30][CH2:29]4)[CH2:36][CH2:35]3)[cH:16][cH:17]2)[cH:6][cH:7][c:8]([CH3:11])[c:9]1[F:10]. As a reaction SMILES: [H-].[Na+].[CH3:3][O:4][C:5]1[C:6]([O:28][CH3:29])=[CH:7][C:8]2[C:17]3[CH2:16][CH2:15][N:14]([C:18](=[O:25])[C:19]4[CH:24]=[CH:23][CH:22]=[CH:21][CH:20]=4)[CH2:13][C:12]=3[C:11](=O)[NH:10][C:9]=2[CH:27]=1.[CH3:30]I>CN(C)C=O>[CH3:3][O:4][C:5]1[C:6]([O:28][CH3:29])=[CH:7][C:8]2[C:17]3[CH2:16][CH2:15][N:14]([C:18](=[O:25])[C:19]4[CH:24]=[CH:23][CH:22]=[CH:21][CH:20]=4)[CH2:13][C:12]=3[CH2:11][N:10]([CH3:30])[C:9]=2[CH:27]=1 |f:0.1|. Starting materials: COC=1C(=CC2=C(NC(C=3CN(CCC23)C(C2=CC=CC=C2)=O)=O)C1)OC (1,2,3,4-tetrahydro-8,9-dimethoxy-3-benzoyl-benzo[c][2,7]naphthyridin-5(6H)-one), [H-].[Na+] (NaH), CI (CH3I). Yields the product COC=1C(=CC2=C(N(CC=3CN(CCC23)C(C2=CC=CC=C2)=O)C)C1)OC (1,2,3,4-Tetrahydro-8,9-dimethoxy-3-benzoyl-6-methylbenzo-[c][2,7]naphthyridin). Solvent: CN(C=O)C (dimethyl formamide). Procedure details: A stirred suspension of 0.017 m of NaH (washed with petroleum ether) in 50 ml of dimethyl formamide was treated in portions with 5 g (0.0137 m) of 1,2,3,4-tetrahydro-8,9-dimethoxy-3-benzoyl-benzo[c][2,7]naphthyridin-5(6H)-one. After stirring for 10 min, the reaction was treated with 5 g (0.035 m) of CH3I and stirred an additional 45 min. Dilution with water to 250 ml and filtration gave 4.8 g (93%) of crude material. Crystallization from methanol/CH2Cl2 afforded pure material, mp 241°-243° C. The yield is 96.0%. Conditions: time 10 minute. The reactants are CC1=NC(=NC(=C1)C)N(N)C1=CC=CC=C1 (N-(4,6-dimethylpyrimid-2-yl)-N-phenylhydrazine), CC1=NC(=NC(=C1)COC)N(N)C1=CC=CC=C1 (N-(4-methyl-6-methoxymethylpyrimid-2-yl)-N-phenylhydrazine). The product is CC1=NC(=NC(=C1)C1CC1)N(N)C1=CC=CC=C1 (N-(4-methyl-6-cyclopropylpyrimid-2-yl)-N-phenylhydrazine). As a reaction SMILES: [CH3:1][C:2]1[CH:7]=[C:6]([CH3:8])[N:5]=[C:4]([N:9]([C:11]2[CH:16]=[CH:15][CH:14]=[CH:13][CH:12]=2)[NH2:10])[N:3]=1.[CH3:17][C:18]1C=C(COC)N=C(N(C2C=CC=CC=2)N)N=1>>[CH3:8][C:6]1[CH:7]=[C:2]([CH:1]2[CH2:18][CH2:17]2)[N:3]=[C:4]([N:9]([C:11]2[CH:16]=[CH:15][CH:14]=[CH:13][CH:12]=2)[NH2:10])[N:5]=1. Reported procedure: N-(4,6-dimethylpyrimid-2-yl)-N-phenylhydrazine; N-(4-methyl-6-methoxymethylpyrimid-2-yl)-N-phenylhydrazine;